Dataset: the Open Reaction Database (ORD), a public repository of structured organic reaction records. Task: describe an organic reaction: reactants, conditions, products, and yield Starting materials: O=C([O-])[O-], COCCCO, Clc1ccnc(Cl)n1, [Cs+], [Cs+], CN(C)C=O. The product is COCCCOc1ccnc(Cl)n1. As a reaction SMILES: [C:15](=[O:16])([O-:17])[O-:18].[CH3:9][O:10][CH2:11][CH2:12][CH2:13][OH:14].[Cl:1][c:2]1[n:3][cH:4][cH:5][c:6]([Cl:8])[n:7]1.[Cs+:19].[Cs+:20].[O:21]=[CH:22][N:23]([CH3:24])[CH3:25]>>[Cl:1][c:2]1[n:3][cH:4][cH:5][c:6]([O:14][CH2:13][CH2:12][CH2:11][O:10][CH3:9])[n:7]1.